Dataset: the Open Reaction Database (ORD), a public repository of structured organic reaction records. Task: describe an organic reaction: reactants, conditions, products, and yield The reactants are B, O=C([O-])O, O=C(O)C1CC(OCc2ccccc2)C1, CSC, [Na+], C1CCOC1, O. Yields the product OCC1CC(OCc2ccccc2)C1. RXN SMILES: [BH3:19].[C:21](=[O:22])([O-:23])[OH:24].[CH2:1]([c:2]1[cH:3][cH:4][cH:5][cH:6][cH:7]1)[O:8][CH:9]1[CH2:10][CH:11]([C:13](=[O:14])[OH:15])[CH2:12]1.[CH3:16][S:17][CH3:18].[Na+:25].[O:26]1[CH2:27][CH2:28][CH2:29][CH2:30]1.[OH2:20]>>[CH2:1]([c:2]1[cH:3][cH:4][cH:5][cH:6][cH:7]1)[O:8][CH:9]1[CH2:10][CH:11]([CH2:13][OH:14])[CH2:12]1. The reactants are CCOC(=O)Cn1nc(Nc2c(C)cccc2C)c2ccc(Nc3ccccc3)cc21, CO, [Na+], [OH-]. Product: Cc1cccc(C)c1Nc1nn(CC(=O)O)c2cc(Nc3ccccc3)ccc12. Reaction SMILES: [CH2:1]([CH3:2])[O:3][C:4]([CH2:5][n:6]1[n:7][c:8]([NH:22][c:23]2[c:24]([CH3:30])[cH:25][cH:26][cH:27][c:28]2[CH3:29])[c:9]2[cH:10][cH:11][c:12]([NH:15][c:16]3[cH:17][cH:18][cH:19][cH:20][cH:21]3)[cH:13][c:14]12)=[O:31].[CH3:34][OH:35].[Na+:33].[OH-:32]>>[O:3]=[C:4]([CH2:5][n:6]1[n:7][c:8]([NH:22][c:23]2[c:24]([CH3:30])[cH:25][cH:26][cH:27][c:28]2[CH3:29])[c:9]2[cH:10][cH:11][c:12]([NH:15][c:16]3[cH:17][cH:18][cH:19][cH:20][cH:21]3)[cH:13][c:14]12)[OH:31].